The task is: describe an organic reaction: reactants, conditions, products, and yield. This data is from the Open Reaction Database (ORD), a public repository of structured organic reaction records. Reactants: BrC1=C(C=C(C=C1C)C)O (2-bromo-3,5-dimethylphenol), O (Water), Example 149, [OH-].[Na+] (sodium hydroxide), O (water), ClCCCl (1,2-dichloroethane). The reagents and catalysts are [Cl-].C(C1=CC=CC=C1)[N+](CCCC)(CCCC)CCCC (benzyl-tri-n-butylammonium chloride). Product: BrC1C(C=C(C=C1)C)(C)OCCCl (1-Bromo-2-(2-chloroethoxy)-2,4-dimethylbenzene). Isolated yield 90.0%. RXN SMILES: [Br:1][C:2]1[C:7]([CH3:8])=[CH:6][C:5]([CH3:9])=[CH:4][C:3]=1O.[OH-:11].[Na+].O.[Cl:14][CH2:15][CH2:16]Cl>[Cl-].C([N+](CCCC)(CCCC)CCCC)C1C=CC=CC=1>[Br:1][CH:2]1[CH:3]=[CH:4][C:5]([CH3:9])=[CH:6][C:7]1([O:11][CH2:16][CH2:15][Cl:14])[CH3:8] |f:1.2,5.6|. Procedure details: A mixed solution of 2-bromo-3,5-dimethylphenol obtained in Reference Example 149 (16.3 g, 74.6 mmol) and benzyl-tri-n-butylammonium chloride (23.3 g, 7.46 mmol) in 1,2-dichloroethane (150 mL)—a 8 N aqueous sodium hydroxide solution (26 mL)—water (110 mL), was heated under reflux for 5 hours. Water was added to the reaction solution, which was extracted with ethyl acetate. The combined organic layer was washed with water, a saturated sodium hydrogen carbonate solution, and a saturated brine, drie... The reactants are C1(C=2C(C(N1CCCCOC1=C(C=C(C=C1)S(=O)(=O)C)C1C(=C(NC(=C1C(=O)OC)C)C)C(=O)OC)=O)=CC=CC2)=O (dimethyl 4-[2-(4-phthalimidobutoxy)-5-methylsulfonylphenyl]-2,6-dimethyl-1,4-dihydropyridine-3,5-dicarboxylate), O.NN (hydrazine monohydrate). The solvent is C(C)O (ethanol). Product: NCCCCOC1=C(C=C(C=C1)S(=O)(=O)C)C1C(=C(NC(=C1C(=O)OC)C)C)C(=O)OC (dimethyl 4-[2-(4-aminobutoxy)-5-methylsulfonylphenyl]-2,6-dimethyl-1,4-dihydropyridine-3,5-dicarboxylate). The yield is 48.2%. RXN SMILES: C1(=O)[N:5]([CH2:6][CH2:7][CH2:8][CH2:9][O:10][C:11]2[CH:16]=[CH:15][C:14]([S:17]([CH3:20])(=[O:19])=[O:18])=[CH:13][C:12]=2[CH:21]2[C:26]([C:27]([O:29][CH3:30])=[O:28])=[C:25]([CH3:31])[NH:24][C:23]([CH3:32])=[C:22]2[C:33]([O:35][CH3:36])=[O:34])C(=O)C2=CC=CC=C12.O.NN>C(O)C>[NH2:5][CH2:6][CH2:7][CH2:8][CH2:9][O:10][C:11]1[CH:16]=[CH:15][C:14]([S:17]([CH3:20])(=[O:18])=[O:19])=[CH:13][C:12]=1[CH:21]1[C:26]([C:27]([O:29][CH3:30])=[O:28])=[C:25]([CH3:31])[NH:24][C:23]([CH3:32])=[C:22]1[C:33]([O:35][CH3:36])=[O:34] |f:1.2|. Reported procedure: A solution of 6.9 g of dimethyl 4-[2-(4-phthalimidobutoxy)-5-methylsulfonylphenyl]-2,6-dimethyl-1,4-dihydropyridine-3,5-dicarboxylate and 5.9 g of hydrazine monohydrate in 170 ml of % ethanol(water: 5%) was refluxed under heating for 6 hours. After cooling, the reaction solution was concentrated under reduced pressure. The residue was extracted with chloroform, and the extract was washed with water, dried over anhydrous magnesium sulfate, and concentrated under reduced pressure. Crude crystals t...